This data is from the Open Reaction Database (ORD), a public repository of structured organic reaction records. The task is: describe an organic reaction: reactants, conditions, products, and yield The reactants are C(#C)C1=CC=C(C=C1)C1(CC1)N(CCC)CCC ([1-(4-ethynylphenyl)-cyclopropyl]-dipropylamine), C(#C)C1=CC=C(C=C1)C1(CC1)N(CCC)CCC ([1-(4-ethynylphenyl)-cyclopropyl]-dipropylamine), C(C)OC(C1=CC=C(C=C1)I)=O (ethyl-4-iodo-benzoate), C(C)OC(C1=CC=C(C=C1)I)=O (ethyl-4-iodo-benzoate). Reagents/catalysts: [Cu]I (copper(I)iodide), Cl[Pd]([P](C1=CC=CC=C1)(C2=CC=CC=C2)C3=CC=CC=C3)([P](C4=CC=CC=C4)(C5=CC=CC=C5)C6=CC=CC=C6)Cl (Dichlorobis(triphenylphosphine)palladium(II)). Solvent: C(C)N(CC)CC (triethyl amine). Reaction conditions: time 8 hour. Yields the product EtOAc—hexanes, C(CC)N(C1(CC1)C1=CC=C(C=C1)C#CC1=CC=C(C(=O)OCC)C=C1)CCC (Ethyl 4-[4-(1-dipropylamino-cyclopropyl)-phenylethynyl]-benzoate). The yield is 2.0%. As a reaction SMILES: [C:1]([C:3]1[CH:8]=[CH:7][C:6]([C:9]2([N:12]([CH2:16][CH2:17][CH3:18])[CH2:13][CH2:14][CH3:15])[CH2:11][CH2:10]2)=[CH:5][CH:4]=1)#[CH:2].[CH2:19]([O:21][C:22](=[O:30])[C:23]1[CH:28]=[CH:27][C:26](I)=[CH:25][CH:24]=1)[CH3:20]>C(N(CC)CC)C.[Cu]I.Cl[Pd](Cl)([P](C1C=CC=CC=1)(C1C=CC=CC=1)C1C=CC=CC=1)[P](C1C=CC=CC=1)(C1C=CC=CC=1)C1C=CC=CC=1>[CH2:13]([N:12]([CH2:16][CH2:17][CH3:18])[C:9]1([C:6]2[CH:7]=[CH:8][C:3]([C:1]#[C:2][C:26]3[CH:27]=[CH:28][C:23]([C:22]([O:21][CH2:19][CH3:20])=[O:30])=[CH:24][CH:25]=3)=[CH:4][CH:5]=2)[CH2:10][CH2:11]1)[CH2:14][CH3:15] |^1:42,61|. Reported procedure: Using General Procedure F; [1-(4-ethynylphenyl)-cyclopropyl]-dipropylamine (Intermediate 123, 34.0 mg, 0.16 mmol) and ethyl-4-iodo benzoate (Reagent A, 59.0 mg, 0.21 mmol) in triethyl amine (6 mL) was treated with copper(I)iodide (13.0 mg, 0.07 mmol) and sparged with argon for 5 minutes. Dichlorobis(triphenylphosphine)palladium(II) (49 mg, 0.07 mmol) was added and the reaction mixture was stirred overnight at room temperature. Column chromatography (2-4% EtOAc—hexanes) afforded the title compoun...